This data is from the Open Reaction Database (ORD), a public repository of structured organic reaction records. The task is: describe an organic reaction: reactants, conditions, products, and yield Reactants: C(C)(=O)O[C@H]1[C@@H](O[C@@H]([C@H]([C@@H]1OC(C)=O)OC(C)=O)COC(C)=O)OC1=NNC(=C1CC1=C(C=C(C=C1)OCCCO)C)C(C)C (3-(2,3,4,6-tetra-O-acetyl-β-D-glucopyranosyloxy)-4-{[4-(3-hydroxypropoxy)-2-methylphenyl]methyl}-5-isopropyl-1H-pyrazole), N[C@H](C(=O)N)CCCCNC(=O)OCC1=CC=CC=C1 ((S)-2-amino-6-(benzyloxycarbonylamino)hexanamide), NC(C(=O)NCCO)(C)C (2-[2-amino-2-(methyl)propionylamino]ethanol). Yields the product C(C1=CC=CC=C1)OC(=O)NCCCC[C@@H](C(N)=O)NCCCOC1=CC(=C(C=C1)CC=1C(=NNC1C(C)C)O[C@H]1[C@H](O)[C@@H](O)[C@H](O)[C@H](O1)CO)C (4-[(4-{3-[(S)-5-Benzyloxycarbonylamino-1-(carbamoyl)pentylamino]propoxy}-2-methylphenyl)methyl]-3-(β-D-glucopyranosyloxy)-5-isopropyl-1H-pyrazole). RXN SMILES: C([O:4][C@@H:5]1[C@@H:10]([O:11]C(=O)C)[C@H:9]([O:15]C(=O)C)[C@@H:8]([CH2:19][O:20]C(=O)C)[O:7][C@H:6]1[O:24][C:25]1[C:29]([CH2:30][C:31]2[CH:36]=[CH:35][C:34]([O:37][CH2:38][CH2:39][CH2:40]O)=[CH:33][C:32]=2[CH3:42])=[C:28]([CH:43]([CH3:45])[CH3:44])[NH:27][N:26]=1)(=O)C.[NH2:46][C@@H:47]([CH2:51][CH2:52][CH2:53][CH2:54][NH:55][C:56]([O:58][CH2:59][C:60]1[CH:65]=[CH:64][CH:63]=[CH:62][CH:61]=1)=[O:57])[C:48]([NH2:50])=[O:49].NC(C)(C)C(NCCO)=O>>[CH2:59]([O:58][C:56]([NH:55][CH2:54][CH2:53][CH2:52][CH2:51][C@H:47]([NH:46][CH2:40][CH2:39][CH2:38][O:37][C:34]1[CH:35]=[CH:36][C:31]([CH2:30][C:29]2[C:25]([O:24][C@@H:6]3[O:7][C@H:8]([CH2:19][OH:20])[C@@H:9]([OH:15])[C@H:10]([OH:11])[C@H:5]3[OH:4])=[N:26][NH:27][C:28]=2[CH:43]([CH3:44])[CH3:45])=[C:32]([CH3:42])[CH:33]=1)[C:48](=[O:49])[NH2:50])=[O:57])[C:60]1[CH:61]=[CH:62][CH:63]=[CH:64][CH:65]=1. Reported procedure: The title compound was prepared in a similar manner to that described in Example 72 using 3-(2,3,4,6-tetra-O-acetyl-β-D-glucopyranosyloxy)-4-{[4-(3-hydroxypropoxy)-2-methylphenyl]methyl}-5-isopropyl-1H-pyrazole and (S)-2-amino-6-(benzyloxycarbonylamino)hexanamide instead of 3-(2,3,4,6-tetra-O-acetyl-β-D-glucopyranosyloxy)-4-{[4-(3-hydroxypropoxy)phenyl]methyl}-5-isopropyl-1H-pyrazole and 2-[2-amino-2-(methyl)propionylamino]ethanol, respectively. Starting materials: C(C)(=O)OCC1=NC=CC(=C1)C=1C=NN2C1N=C(C=C2C(F)(F)F)C2=CC=C(C=C2)C(F)(F)F (4-[5-(4-trifluoromethyl-phenyl)-7-trifluoromethyl-pyrazolo[1,5-a]pyrimidin-3-yl]-pyridin-2-ylmethyl acetate), C[O-].[Na+] (NaOMe), O (water). The solvent is CO (MeOH). Reaction conditions: time 17 hour. The product is FC(C1=CC=C(C=C1)C1=NC=2N(C(=C1)C(F)(F)F)N=CC2C2=CC(=NC=C2)CO)(F)F (5-(4-Trifluoromethyl-phenyl)-3-(2-hydroxymethyl-pyridin-4-yl)-7-trifluoromethyl-pyrazolo[1,5-a]pyrimidine). Isolated yield 77.4%. As a reaction SMILES: C([O:4][CH2:5][C:6]1[CH:11]=[C:10]([C:12]2[CH:13]=[N:14][N:15]3[C:20]([C:21]([F:24])([F:23])[F:22])=[CH:19][C:18]([C:25]4[CH:30]=[CH:29][C:28]([C:31]([F:34])([F:33])[F:32])=[CH:27][CH:26]=4)=[N:17][C:16]=23)[CH:9]=[CH:8][N:7]=1)(=O)C.C[O-].[Na+].O>CO>[F:34][C:31]([F:32])([F:33])[C:28]1[CH:29]=[CH:30][C:25]([C:18]2[CH:19]=[C:20]([C:21]([F:22])([F:23])[F:24])[N:15]3[N:14]=[CH:13][C:12]([C:10]4[CH:9]=[CH:8][N:7]=[C:6]([CH2:5][OH:4])[CH:11]=4)=[C:16]3[N:17]=2)=[CH:26][CH:27]=1 |f:1.2|. Procedure: To a stirred solution of 4-[5-(4-trifluoromethyl-phenyl)-7-trifluoromethyl-pyrazolo[1,5-a]pyrimidin-3-yl]-pyridin-2-ylmethyl acetate (0.16 g, 0.33 mmol) in MeOH (1 ml) was added at room temperature NaOMe (5.4M in MeOH, 0.2 ml). The reaction mixture was stirred for 17 h, poured into water (40 ml) and extracted with dichloromethane (3 times 40 ml). The combined organic layers were washed with brine (100 ml), dried (MgSO4) and evaporated. The crude product was further purified by column chromatogra... Starting materials: O=C(O)CNC(=O)c1ccccc1, CC(=O)[O-], CC(=O)OC(C)=O, [Na+], O=Cc1ccc(C(F)(F)F)cc1Oc1ccccc1, O, O=S(=O)(O)O. Yields the product O=C(O)C1=Cc2ccc(C(F)(F)F)cc2Oc2ccccc21. Reaction SMILES: [C:20]([CH2:21][NH:22][C:23]([c:24]1[cH:25][cH:26][cH:27][cH:28][cH:29]1)=[O:30])(=[O:31])[OH:32].[CH3:34][C:35](=[O:36])[O-:37].[CH3:43][C:44]([O:45][C:46](=[O:47])[CH3:48])=[O:49].[Na+:33].[O:1]([c:2]1[cH:3][cH:4][cH:5][cH:6][cH:7]1)[c:8]1[c:9]([CH:10]=[O:11])[cH:12][cH:13][c:14]([C:16]([F:17])([F:18])[F:19])[cH:15]1.[OH2:50].[S:38](=[O:39])(=[O:40])([OH:41])[OH:42]>>[O:1]1[c:2]2[c:3]([cH:4][cH:5][cH:6][cH:7]2)[C:21]([C:20](=[O:31])[OH:32])=[CH:10][c:9]2[c:8]1[cH:15][c:14]([C:16]([F:17])([F:18])[F:19])[cH:13][cH:12]2. The reactants are O=C([O-])O, CCCC[N+](CCCC)(CCCC)CCCC, CC(C)(CCn1c(=O)oc2ccccc21)NC(=O)OC(C)(C)C, CN1CCCN(C)C1=O, CCOC(C)=O, [H-], [I-], CC(C)(CCN)NC(=O)OC(C)(C)C, [Na+], [Na+], O=c1[nH]c2ccccc2o1. Product: CC(C)(N)CCn1c(=O)oc2ccccc21. As a reaction SMILES: [C:50](=[O:51])([O-:52])[OH:53].[CH2:65]([N+:66]([CH2:67][CH2:68][CH2:69][CH3:70])([CH2:71][CH2:72][CH2:73][CH3:74])[CH2:75][CH2:76][CH2:77][CH3:78])[CH2:79][CH2:80][CH3:81].[CH3:1][C:2]([CH2:3][CH2:4][n:5]1[c:6](=[O:14])[o:7][c:8]2[c:9]1[cH:10][cH:11][cH:12][cH:13]2)([CH3:15])[NH:16][C:17](=[O:18])[O:19][C:20]([CH3:21])([CH3:22])[CH3:23].[CH3:55][N:56]1[CH2:57][CH2:58][CH2:59][N:60]([CH3:61])[C:62]1=[O:63].[CH3:82][CH2:83][O:84][C:85](=[O:86])[CH3:87].[H-:34].[I-:64].[NH2:36][CH2:37][CH2:38][C:39]([NH:40][C:41](=[O:42])[O:43][C:44]([CH3:45])([CH3:46])[CH3:47])([CH3:48])[CH3:49].[Na+:35].[Na+:54].[o:24]1[c:25]2[cH:26][cH:27][cH:28][cH:29][c:30]2[nH:31][c:32]1=[O:33]>>[CH3:1][C:2]([CH2:3][CH2:4][n:5]1[c:6](=[O:14])[o:7][c:8]2[c:9]1[cH:10][cH:11][cH:12][cH:13]2)([CH3:15])[NH2:16]. Starting materials: BrC(c1ccccc1)c1ccccc1, O=C([O-])[O-], CC#N, C=CCOC1CC(C2OC(=O)NC2Cc2cc(F)cc(F)c2)N(C(=O)OC(C)(C)C)C1, O=C1NC(Cc2cc(F)cc(F)c2)C(C2COCCN2C(c2ccccc2)c2ccccc2)O1, C=CCOC1CC(C(O)C(Cc2cc(F)cc(F)c2)C(=O)O)N(C(=O)OC(C)(C)C)C1, [K+], [K+]. Yields the product O=C1NC(Cc2cc(F)cc(F)c2)C(C2CC(O)CN2C(c2ccccc2)c2ccccc2)O1. RXN SMILES: [Br:103][CH:104]([c:105]1[cH:106][cH:107][cH:108][cH:109][cH:110]1)[c:111]1[cH:112][cH:113][cH:114][cH:115][cH:116]1.[C:97](=[O:98])([O-:99])[O-:100].[CH3:117][C:118]#[N:119].[F:1][c:2]1[cH:3][c:4]([CH2:9][CH:10]2[CH:11]([CH:12]3[CH2:13][CH:14]([O:15][CH2:16][CH:17]=[CH2:18])[CH2:19][N:20]3[C:21]([O:22][C:23]([CH3:24])([CH3:25])[CH3:26])=[O:27])[O:28][C:29](=[O:30])[NH:31]2)[cH:5][c:6]([F:7])[cH:8]1.[F:32][c:33]1[cH:34][c:35]([CH2:36][CH:37]2[NH:38][C:39](=[O:61])[O:40][CH:41]2[CH:42]2[CH2:43][O:44][CH2:45][CH2:46][N:47]2[CH:48]([c:49]2[cH:50][cH:51][cH:52][cH:53][cH:54]2)[c:55]2[cH:56][cH:57][cH:58][cH:59][cH:60]2)[cH:62][c:63]([F:65])[cH:64]1.[F:66][c:67]1[cH:68][c:69]([CH2:74][CH:75]([CH:76]([CH:77]2[CH2:78][CH:79]([O:80][CH2:81][CH:82]=[CH2:83])[CH2:84][N:85]2[C:86]([O:87][C:88]([CH3:89])([CH3:90])[CH3:91])=[O:92])[OH:93])[C:94]([OH:95])=[O:96])[cH:70][c:71]([F:72])[cH:73]1.[K+:101].[K+:102]>>[F:32][c:33]1[cH:34][c:35]([CH2:36][CH:37]2[NH:38][C:39](=[O:61])[O:40][CH:41]2[CH:42]2[CH2:43][CH:45]([OH:44])[CH2:46][N:47]2[CH:48]([c:49]2[cH:50][cH:51][cH:52][cH:53][cH:54]2)[c:55]2[cH:56][cH:57][cH:58][cH:59][cH:60]2)[cH:62][c:63]([F:65])[cH:64]1. Reaction SMILES: C(Cl)(=O)C(Cl)=O.[CH3:7][O:8][C:9]1[CH:17]=[CH:16][C:12]([C:13]([OH:15])=O)=[CH:11][C:10]=1[N+:18]([O-])=O.CN(C)C=O.[CH3:26][C:27]1[CH:28]=[C:29]([CH:31]=[CH:32][C:33]=1[CH3:34])[NH2:30]>>[NH2:18][C:10]1[CH:11]=[C:12]([CH:16]=[CH:17][C:9]=1[O:8][CH3:7])[C:13]([NH:30][C:29]1[CH:31]=[CH:32][C:33]([CH3:34])=[C:27]([CH3:26])[CH:28]=1)=[O:15]. The product is NC=1C=C(C(=O)NC2=CC(=C(C=C2)C)C)C=CC1OC (3-Amino -4-methoxy-N-(3,4-dimethylphenyl)-benzamide). Starting materials: C(C(=O)Cl)(=O)Cl (oxalyl chloride), CC=1C=C(N)C=CC1C (3,4-dimethylaniline), COC1=C(C=C(C(=O)O)C=C1)[N+](=O)[O-] (4-methoxy-3-nitrobenzoic acid), CN(C=O)C (dimethylformamide). Yield: 87.4%. Procedure: Prepared according to the procedure described for Example 1 using oxalyl chloride (3.0 mL, 34.4 mmol), 4-methoxy-3-nitrobenzoic acid (5.00 g, 25.36 mmol), dimethylformamide (1.0 mL, 12.92 mmol), and 3,4-dimethylaniline (6.2 g, 51 mmol) to afford the product (5.99 g), m.p. 138-142° C. Starting materials: C(C)(C)(C)N=NC1(CCCCC1)O (1-t-butylazo-1-hydroxycyclohexane), C(C)(C)(C)N=NC1(CCCCC1)Cl (1-t-butylazo-1-chlorocyclohexane), C(C)(C)(CC)OO (t-amyl hydroperoxide), [OH-].[K+] (potassium hydroxide). Yields the product C(C)(C)(C)N=NC1(CCCCC1)OOC(C)(C)CC (1-t-butylazo-1-(t-amylperoxy)cyclohexane). RXN SMILES: [C:1]([N:5]=[N:6][C:7]1(Cl)[CH2:12][CH2:11][CH2:10][CH2:9][CH2:8]1)([CH3:4])([CH3:3])[CH3:2].[C:14]([O:19][OH:20])([CH2:17][CH3:18])([CH3:16])[CH3:15].[OH-].[K+].C(N=NC1(O)CCCCC1)(C)(C)C>>[C:1]([N:5]=[N:6][C:7]1([O:20][O:19][C:14]([CH2:17][CH3:18])([CH3:16])[CH3:15])[CH2:12][CH2:11][CH2:10][CH2:9][CH2:8]1)([CH3:4])([CH3:3])[CH3:2] |f:2.3|. Reported procedure: The 1-t-butylazo-1-(t-amylperoxy)cyclohexane was prepared in 85% crude yield from 7.5 grams (.037 moles) of 1-t-butylazo-1-chlorocyclohexane, 6.0 grams (.052 moles) of 90% t-amyl hydroperoxide and 9.1 grams (.0407 moles) of 25% potassium hydroxide solution. The procedure was the same as that described in Example XX. The infrared spectrum of the product indicated there was a small amount of 1-t-butylazo-1-hydroxycyclohexane present in the product. The reactants are ClC=1C=CC(=C(C(=O)O)C1)OC=1C=NC=C(C1)Cl (5-Chloro-2-[(5-chloropyridin-3-yl)oxy]benzoic acid), Cl.N[C@@H](C)C1=CC=C(C(=O)OC)C=C1 (Methyl 4-[(1S)-1-aminoethyl]benzoate hydrochloride). Yields the product ClC=1C=CC(=C(C(=O)N[C@@H](C)C2=CC=C(C(=O)OC)C=C2)C1)OC=1C=NC=C(C1)Cl (Methyl 4-[(1S)-1-({5-chloro-2-[(5-chloropyridin-3-yl)oxy]benzoyl}amino)ethyl]benzoate). RXN SMILES: [Cl:1][C:2]1[CH:3]=[CH:4][C:5]([O:11][C:12]2[CH:13]=[N:14][CH:15]=[C:16]([Cl:18])[CH:17]=2)=[C:6]([CH:10]=1)[C:7]([OH:9])=O.Cl.[NH2:20][C@H:21]([C:23]1[CH:32]=[CH:31][C:26]([C:27]([O:29][CH3:30])=[O:28])=[CH:25][CH:24]=1)[CH3:22]>>[Cl:1][C:2]1[CH:3]=[CH:4][C:5]([O:11][C:12]2[CH:13]=[N:14][CH:15]=[C:16]([Cl:18])[CH:17]=2)=[C:6]([CH:10]=1)[C:7]([NH:20][C@H:21]([C:23]1[CH:32]=[CH:31][C:26]([C:27]([O:29][CH3:30])=[O:28])=[CH:25][CH:24]=1)[CH3:22])=[O:9] |f:1.2|. Procedure details: The title compound was prepared according to the procedure described in step 3 of Example 1 from 5-chloro-2-[(5-chloropyridin-3-yl)oxy]benzoic acid (step 1) and methyl 4-[(1S)-1-aminoethyl]benzoate hydrochloride (step 3 of Example 5): 1H-NMR (CDCl3) δ 8.41 (1H, d, J=2.0 Hz), 8.28 (1H, d, J=2.5 Hz), 8.13 (1H, d, J=2.8 Hz), 7.96 (2H, d, J=8.4 Hz), 7.45 (1H, dd, J=8.7, 2.8 Hz), 7.37–7.28 (1H, m), 7.31 (2H, d, J=8.4 Hz), 7.20 (1H, dd, J=2.5, 2.0 Hz), 6.90 (1H, d, J=8.7 Hz), 5.37–5.22 (1H, m), 3.91 (...